From a dataset of the Open Reaction Database (ORD), a public repository of structured organic reaction records. describe an organic reaction: reactants, conditions, products, and yield Reaction SMILES: [C:1]([NH:4][C:5]1[S:6][C:7]([C:11]2[N:12]=[C:13]([C:16]([NH:18][C:19]3[CH:20]=[CH:21][C:22]4[C:27](=[O:28])[O:26]C(C)(C)[O:24][C:23]=4[CH:31]=3)=[O:17])[S:14][CH:15]=2)=[C:8]([CH3:10])[N:9]=1)(=[O:3])[CH3:2].[OH-].[Na+].Cl>C1COCC1>[C:1]([NH:4][C:5]1[S:6][C:7]([C:11]2[N:12]=[C:13]([C:16]([NH:18][C:19]3[CH:20]=[CH:21][C:22]([C:27]([OH:28])=[O:26])=[C:23]([OH:24])[CH:31]=3)=[O:17])[S:14][CH:15]=2)=[C:8]([CH3:10])[N:9]=1)(=[O:3])[CH3:2] |f:1.2|. Yields the product C(C)(=O)NC=1SC(=C(N1)C)C=1N=C(SC1)C(=O)NC1=CC(=C(C(=O)O)C=C1)O (4-({[2′-(acetylamino)-4′-methyl-4,5′-bi-1,3-thiazol-2-yl]carbonyl}amino)-2-hydroxybenzoic acid). Yield: 39.1%. The reactants are [OH-].[Na+] (Sodium hydroxide), C(C)(=O)NC=1SC(=C(N1)C)C=1N=C(SC1)C(=O)NC=1C=CC2=C(OC(OC2=O)(C)C)C1 (2′-(acetylamino)-N-(2,2-dimethyl-4-oxo-4H-1,3-benzodioxin-7-yl)-4′-methyl-4,5′-bi-1,3-thiazole-2-carboxamide), Cl (Hydrogen chloride). Run in C1CCOC1 (THF). Reported procedure: 2′-(acetylamino)-N-(2,2-dimethyl-4-oxo-4H-1,3-benzodioxin-7-yl)-4′-methyl-4,5′-bi-1,3-thiazole-2-carboxamide (150 mg; 0.33 mmol; 1 eq.) is dissolved in THF (6 ml). Sodium hydroxide (0.82 ml; 5 M; 4.09 mmol; 12.50 eq.) is added and the mixture is stirred at rt for 10 days. Hydrogen chloride (0.82 ml; 5 M; 4.09 mmol; 12.50 eq.) is added and the solvents are evaporated. The resulting crude product is purified by preparative HPLC. To remove the TFA, the compound is dissolved in THF and an excess of ... Conditions: time 10 day. Reactants: C(C)(C)(C)C=1N=C(C2=C(N1)N(N=N2)CC)N2CC(CC2)(F)F (5-tert-Butyl-7-(3,3-difluoro-pyrrolidin-1-yl)-3-ethyl-3H-[1,2,3]triazolo[4,5-d]pyrimidine), C(C)(C)(C)C=1N=C(C2=C(N1)NN=N2)N2CC(CC2)(F)F (5-tert-butyl-7-(3,3-difluoropyrrolidin-1-yl)-3H-[1,2,3]triazolo[4,5-d]pyrimidine), BrCCC1=CC=CC=C1 ((2-bromoethyl)benzene). Yields the product C(C)(C)(C)C=1N=C(C2=C(N1)N(N=N2)CCC2=CC=CC=C2)N2CC(CC2)(F)F (5-tert-Butyl-7-(3,3-difluoro-pyrrolidin-1-yl)-3-phenethyl-3H-[1,2,3]triazolo[4,5-d]pyrimidine), gum. Isolated yield 30.0%. Reaction SMILES: [C:1]([C:5]1[N:6]=[C:7]([N:16]2[CH2:20][CH2:19][C:18]([F:22])([F:21])[CH2:17]2)[C:8]2[N:13]=[N:12][N:11]([CH2:14][CH3:15])[C:9]=2[N:10]=1)([CH3:4])([CH3:3])[CH3:2].C(C1N=C(N2CCC(F)(F)C2)C2N=NNC=2N=1)(C)(C)C.BrCC[C:46]1[CH:51]=[CH:50][CH:49]=[CH:48][CH:47]=1>>[C:1]([C:5]1[N:6]=[C:7]([N:16]2[CH2:20][CH2:19][C:18]([F:21])([F:22])[CH2:17]2)[C:8]2[N:13]=[N:12][N:11]([CH2:14][CH2:15][C:46]3[CH:51]=[CH:50][CH:49]=[CH:48][CH:47]=3)[C:9]=2[N:10]=1)([CH3:2])([CH3:3])[CH3:4]. Reported procedure: In analogy to the procedure described for the synthesis of 5-tert-butyl-7-(3,3-difluoro-pyrrolidin-1-yl)-3-ethyl-3H-[1,2,3]triazolo[4,5-d]pyrimidine (example 61), the title compound was prepared from 5-tert-butyl-7-(3,3-difluoropyrrolidin-1-yl)-3H-[1,2,3]triazolo[4,5-d]pyrimidine and (2-bromoethyl)benzene and isolated as light-yellow gum (4.8 mg, 30%). MS (m/e): 387.4 (MH+). Reactants: C(C)OC(COC1=C(C=CC=C1)C=1NC(C(N1)C1=CC=C(C=C1)Cl)C1=CC=C(C=C1)Cl)=O ({2-[4,5-Bis-(4-chloro-phenyl)-4,5-dihydro-1H-imidazol-2-yl]-phenoxy)-acetic acid ethyl ester), [OH-].[Na+] (sodium hydroxide). The solvent is O1CCOCC1 (dioxane). Conditions: time 23 hour. Product: ClC1=CC=C(C=C1)C1N=C(NC1C1=CC=C(C=C1)Cl)C1=C(OCC(=O)[O-])C=CC=C1.[Na+] (sodium {2-[4,5-bis-(4-chloro-phenyl)-4,5-dihydro-1H-imidazol-2-yl]-phenoxy}-acetate). Yield: 63.3%. RXN SMILES: C([O:3][C:4](=[O:32])[CH2:5][O:6][C:7]1[CH:12]=[CH:11][CH:10]=[CH:9][C:8]=1[C:13]1[NH:14][CH:15]([C:25]2[CH:30]=[CH:29][C:28]([Cl:31])=[CH:27][CH:26]=2)[CH:16]([C:18]2[CH:23]=[CH:22][C:21]([Cl:24])=[CH:20][CH:19]=2)[N:17]=1)C.[OH-].[Na+:34]>O1CCOCC1>[Cl:31][C:28]1[CH:27]=[CH:26][C:25]([CH:15]2[CH:16]([C:18]3[CH:19]=[CH:20][C:21]([Cl:24])=[CH:22][CH:23]=3)[NH:17][C:13]([C:8]3[CH:9]=[CH:10][CH:11]=[CH:12][C:7]=3[O:6][CH2:5][C:4]([O-:32])=[O:3])=[N:14]2)=[CH:30][CH:29]=1.[Na+:34] |f:1.2,4.5|. Procedure details: {2-[4,5-Bis-(4-chloro-phenyl)-4,5-dihydro-1H-imidazol-2-yl]-phenoxy)-acetic acid ethyl ester (35 mg, 0.075 mmol) was dissolved in 1.5 mL of dioxane, and 0.5 M sodium hydroxide solution (1.5 mL, 0.75 mmol) was added. The reaction mixture was stirred at room temperature for 23 h. The reaction mixture was concentrated in vacuo and the residue was purified by flash chromatography (Biotage system, 12S-C18 reverse phase) eluting with 0-25% acetonitrile in water to afford sodium {2-[4,5-bis-(4-chloro-p... Reactants: Cc1cc(Br)ccc1C(C)NS(=O)C(C)(C)C, CCOC(C)=O, Cl. Product: Cc1cc(Br)ccc1C(C)N. Reaction SMILES: [Br:2][c:3]1[cH:4][c:5]([CH3:18])[c:6]([CH:9]([CH3:10])[NH:11][S:12]([C:13]([CH3:14])([CH3:15])[CH3:16])=[O:17])[cH:7][cH:8]1.[CH3:19][CH2:20][O:21][C:22](=[O:23])[CH3:24].[ClH:1]>>[Br:2][c:3]1[cH:4][c:5]([CH3:18])[c:6]([CH:9]([CH3:10])[NH2:11])[cH:7][cH:8]1. The reactants are ClC1=CC(=NC2=CC(=CC=C12)Cl)C(F)(F)F (4,7-dichloro-2-trifluoromethylquinoline), N (NH3). The solvent is O1CCOCC1 (dioxane). Yields the product NC1=CC(=NC2=CC(=CC=C12)Cl)C(F)(F)F (4-Amino-7-chloro-2-trifluoromethylquinoline). RXN SMILES: Cl[C:2]1[C:11]2[C:6](=[CH:7][C:8]([Cl:12])=[CH:9][CH:10]=2)[N:5]=[C:4]([C:13]([F:16])([F:15])[F:14])[CH:3]=1.[NH3:17]>O1CCOCC1>[NH2:17][C:2]1[C:11]2[C:6](=[CH:7][C:8]([Cl:12])=[CH:9][CH:10]=2)[N:5]=[C:4]([C:13]([F:16])([F:15])[F:14])[CH:3]=1. Procedure details: A solution of 4,7-dichloro-2-trifluoromethylquinoline (2 g, 7.52 mmol) in dioxane (10 mL) and NH3 (2 mL) are mixed at −78° C. in a sealed tube. After sealing and warming up to room temperature, the reaction is heated at 60–70° C. for 19 hours and at 120° C. for 3 hours. The sealed tube is cooled to −78° C. before it is opened and the contents are concentrated by rotary evaporator. 4-Amino-7-chloro-2-trifluoromethylquinoline is obtained as a solid by trituration of the residue with ether. Starting materials: ClCCl (dichloromethane), COC(=O)C=1N(C=NC1)C (3-methyl-3H-imidazole-4-carboxylic acid methyl ester), C=O (paraformaldehyde). The solvent is CO (methanol). Run at temperature 135 celsius. Product: COC(=O)C=1N(C(=NC1)CO)C (2-Hydroxymethyl-3-methyl-3H-imidazole-4-carboxylic acid methyl ester). Isolated yield 56.0%. RXN SMILES: [CH3:1][O:2][C:3]([C:5]1[N:6]([CH3:10])[CH:7]=[N:8][CH:9]=1)=[O:4].[CH2:11]=[O:12].ClCCl>CO>[CH3:1][O:2][C:3]([C:5]1[N:6]([CH3:10])[C:7]([CH2:11][OH:12])=[N:8][CH:9]=1)=[O:4]. Procedure: A suspension of 3-methyl-3H-imidazole-4-carboxylic acid methyl ester (4.0 g, 29 mmol) and paraformaldehyde (18 g, corresponding to 570 mmol) in methanol (40 ml) was heated in a sealed vessel to 135° C. for 60 h. After cooling to ambient temperature, the solution was evaporated to dryness. Flash chromatography (silica, eluent dichloromethane containing 5% methanol) afforded the title compound as white crystals (56% yield). MS: m/e=171(M+H+), mp 145-147° C. Reactants: O[C@@H]1C[C@H](CCC1)N1C(C2=CC=CC=C2C1=O)=O (trans-2-(3-hydroxycyclohexyl)-1H-isoindole-1,3(2H)-dione), Cl.C(C)SC1=C2C=NNC2=CC=C1O[C@H]1CC[C@H](CC1)N (cis-4-{[4-(ethylthio)-1H-indazol-5-yl]oxy}cyclohexanamine monohydrochloride), C(C)SC1=C2C=NNC2=CC=C1O (4-(ethylthio)-1H-indazol-5-ol). Yields the product C(C)SC1=C2C=NNC2=CC=C1O[C@H]1C[C@H](CCC1)N1C(C2=CC=CC=C2C1=O)=O (2-(cis-3-{[4-(ethylthio)-1H-indazol-5-yl]oxy}cyclohexyl)-1H-isoindole-1,3(2H)-dione). RXN SMILES: [OH:1][C@H:2]1[CH2:7][CH2:6][CH2:5][C@H:4]([N:8]2[C:16](=[O:17])[C:15]3[C:10](=[CH:11][CH:12]=[CH:13][CH:14]=3)[C:9]2=[O:18])[CH2:3]1.Cl.[CH2:20]([S:22][C:23]1[C:31](O[C@@H]2CC[C@H](N)CC2)=[CH:30][CH:29]=[C:28]2[C:24]=1[CH:25]=[N:26][NH:27]2)[CH3:21].C(SC1C(O)=CC=C2C=1C=NN2)C>>[CH2:20]([S:22][C:23]1[C:31]([O:1][C@@H:2]2[CH2:7][CH2:6][CH2:5][C@H:4]([N:8]3[C:9](=[O:18])[C:10]4[C:15](=[CH:14][CH:13]=[CH:12][CH:11]=4)[C:16]3=[O:17])[CH2:3]2)=[CH:30][CH:29]=[C:28]2[C:24]=1[CH:25]=[N:26][NH:27]2)[CH3:21] |f:1.2|. Procedure details: The title compound was synthesized by carrying out reaction according to the method described in Example 610, except for using the trans-2-(3-hydroxycyclohexyl)-1H-isoindole-1,3(2H)-dione obtained in Example 385, (b) and the 4-(ethylthio)-1H-indazol-5-ol obtained in Example 628, as starting materials. Reactants: IC (iodomethane), C(C)(C)(C)OC(NCC1(CCC2=CC=CC=C12)CC1OCCO1)=O (tert-butyl[1-(1,3-dioxolan-2-ylmethyl)-2,3-dihydro-1H-inden-1-yl]methylcarbamate), C[Si](C)(C)[N-][Si](C)(C)C.[Na+] (NaHMDS). Solvent: C1CCOC1 (THF), C1CCOC1 (THF). The product is C(C)(C)(C)OC(N(C)CC1(CCC2=CC=CC=C12)CC1OCCO1)=O (tert-butyl[1-(1,3-dioxolan-2-ylmethyl)-2,3-dihydro-1H-inden-1-yl]methyl(methyl)carbamate). RXN SMILES: [C:1]([O:5][C:6](=[O:24])[NH:7][CH2:8][C:9]1([CH2:18][CH:19]2[O:23][CH2:22][CH2:21][O:20]2)[C:17]2[C:12](=[CH:13][CH:14]=[CH:15][CH:16]=2)[CH2:11][CH2:10]1)([CH3:4])([CH3:3])[CH3:2].IC.[CH3:27][Si]([N-][Si](C)(C)C)(C)C.[Na+]>C1COCC1>[C:1]([O:5][C:6](=[O:24])[N:7]([CH2:8][C:9]1([CH2:18][CH:19]2[O:23][CH2:22][CH2:21][O:20]2)[C:17]2[C:12](=[CH:13][CH:14]=[CH:15][CH:16]=2)[CH2:11][CH2:10]1)[CH3:27])([CH3:4])([CH3:2])[CH3:3] |f:2.3|. Reported procedure: A solution of tert-butyl[1-(1,3-dioxolan-2-ylmethyl)-2,3-dihydro-1H-inden-1-yl]methylcarbamate (13.50 g, 38.9 mmole) in THF was cooled to 0° C. To this was added iodomethane (7.27 ml, 117 mmole) followed by 1M NaHMDS in THF (58 ml, 58 mmole). The reaction was then warmed to room temperature and stirred until no U16370/185/2 remained by TLC. The THF was evaporated and the residue dissolved in Et2O. The ether was washed with water and evaporated to afford 14.33 g of tert-butyl[1-(1,3-dioxolan-2-yl...